From a dataset of the Open Reaction Database (ORD), a public repository of structured organic reaction records. describe an organic reaction: reactants, conditions, products, and yield The reactants are CC(C(CC(=O)OC)=O)C (methyl 4-methyl-3-oxopentanoate), COC(N(C)C)OC (dimethylformamide dimethylacetal), O.NN (hydrazine monohydrate). The product is CC(C)C1=NNC=C1C(=O)OC (methyl 3-(1-methylethyl)-1H-pyrazole-4-carboxylate). As a reaction SMILES: [CH3:1][CH:2]([CH3:10])[C:3](=O)[CH2:4][C:5]([O:7][CH3:8])=[O:6].COC(OC)[N:14]([CH3:16])C.O.[NH2:20]N>>[CH3:1][CH:2]([C:3]1[C:4]([C:5]([O:7][CH3:8])=[O:6])=[CH:16][NH:14][N:20]=1)[CH3:10] |f:2.3|. Procedure: Using methyl 4-methyl-3-oxopentanoate (2.9 g), dimethylformamide dimethylacetal (2.8 mL) and hydrazine monohydrate (1.1 mL) and in the same manner as in Example 1(3), a crude product of methyl 3-(1-methylethyl)-1H-pyrazole-4-carboxylate was obtained. This was dissolved in dimethylformamide (30 ml), potassium carbonate (4.2 g) and 2-chloro-5-trifluoromethylpyridine (3.6 g) were added, and the mixture was stirred at 100° C. for 2 hr. In the same manner as in an Example 1(4), the title object compo...